From a dataset of the Open Reaction Database (ORD), a public repository of structured organic reaction records. describe an organic reaction: reactants, conditions, products, and yield Product: NC=1SC=C(N1)/C(/C(=O)NC1[C@@H]2N(C(=C(CS2)CSC2=NN=NN2C2=C(C(=C(C(=C2)O)O)Cl)CC(=O)O)C(=O)O)C1=O)=N/OC(C)(C)C(=O)O (7-[2-(2-Aminothiazol-4-yl)-2-((Z)-1-carboxy-1-methylethoxyimino)acetamido]-3-[(1-(2-carboxymethyl-3-chloro-4,5-dihydroxyphenyl)tetrazol-5-yl)thiomethyl]ceph-3-em-4-carboxylic acid). Reaction SMILES: [NH2:1][C:2]1[S:3][CH:4]=[C:5](/[C:7](=[N:43]/[O:44][C:45](OC(C)(C)C)([CH3:50])[CH2:46]C(O)=O)/[C:8]([NH:10][CH:11]2[C:41](=[O:42])[N:13]3[C:14]([C:38]([OH:40])=[O:39])=[C:15]([CH2:18][S:19][C:20]4[N:24]([C:25]5[CH:30]=[C:29]([OH:31])[C:28]([OH:32])=[C:27]([Cl:33])[C:26]=5[CH2:34][C:35]([OH:37])=[O:36])[N:23]=[N:22][N:21]=4)[CH2:16][S:17][C@H:12]23)=[O:9])[N:6]=1.FC(F)(F)[C:58]([OH:60])=[O:59]>>[NH2:1][C:2]1[S:3][CH:4]=[C:5](/[C:7](=[N:43]/[O:44][C:45]([C:58]([OH:60])=[O:59])([CH3:50])[CH3:46])/[C:8]([NH:10][CH:11]2[C:41](=[O:42])[N:13]3[C:14]([C:38]([OH:40])=[O:39])=[C:15]([CH2:18][S:19][C:20]4[N:24]([C:25]5[CH:30]=[C:29]([OH:31])[C:28]([OH:32])=[C:27]([Cl:33])[C:26]=5[CH2:34][C:35]([OH:37])=[O:36])[N:23]=[N:22][N:21]=4)[CH2:16][S:17][C@H:12]23)=[O:9])[N:6]=1. Starting materials: NC=1SC=C(N1)/C(/C(=O)NC1[C@@H]2N(C(=C(CS2)CSC2=NN=NN2C2=C(C(=C(C(=C2)O)O)Cl)CC(=O)O)C(=O)O)C1=O)=N/OC(CC(=O)O)(C)OC(C)(C)C (7-[2-(2-Aminothiazol-4-yl)-2-((Z)-1-t-butoxycarboxy-1-methyl ethoxyimino)acetamido]-3-[(1-(2-carboxymethyl-3-chloro-4,5-dihydroxyphenyl)-tetrazol-5-yl)thiomethyl]ceph-3-em-4-carboxylic acid), FC(C(=O)O)(F)F (trifluoroacetic acid). Procedure details: 7-[2-(2-Aminothiazol-4-yl)-2-((Z)-1-t-butoxycarboxy-1-methyl ethoxyimino)acetamido]-3-[(1-(2-carboxymethyl-3-chloro-4,5-dihydroxyphenyl)-tetrazol-5-yl)thiomethyl]ceph-3-em-4-carboxylic acid (0.875 g) was treated with trifluoroacetic acid (10 ml) at room temperature for 1 hour. The mixture was evaporated and the residue triturated with ether to give a solid which was collected by filtration and purified by HPLC (AMICON C18 15 μm), eluting with methanol/water/acetic acid (35:65:1 to 40:60:1) [Dime...